This data is from the Open Reaction Database (ORD), a public repository of structured organic reaction records. The task is: describe an organic reaction: reactants, conditions, products, and yield The reactants are ice water, [H-].[Na+] (Sodium hydride), C(C1=CC=CC=C1)OC=1C(=NC(=NC1)C)Cl (5-benzyloxy-4-chloro-2-methylpyrimidine), C(C(O)C)(=O)OC (methyl lactate). The solvent is O1CCCC1 (tetrahydrofuran). Reaction conditions: time 1 hour. The product is C(C1=CC=CC=C1)OC=1C(=NC(=NC1)C)OC(C)C(=O)OC (5-benzyloxy-4-{1-(methoxycarbonyl)ethoxy}-2-methylpyrimidine). As a reaction SMILES: [H-].[Na+].[CH2:3]([O:10][C:11]1[C:12](Cl)=[N:13][C:14]([CH3:17])=[N:15][CH:16]=1)[C:4]1[CH:9]=[CH:8][CH:7]=[CH:6][CH:5]=1.[C:19]([O:24][CH3:25])(=[O:23])[CH:20]([CH3:22])[OH:21]>O1CCCC1>[CH2:3]([O:10][C:11]1[C:12]([O:21][CH:20]([C:19]([O:24][CH3:25])=[O:23])[CH3:22])=[N:13][C:14]([CH3:17])=[N:15][CH:16]=1)[C:4]1[CH:9]=[CH:8][CH:7]=[CH:6][CH:5]=1 |f:0.1|. Reported procedure: Sodium hydride is added to a mixture of 5-benzyloxy-4-chloro-2-methylpyrimidine, methyl lactate and tetrahydrofuran at 0° C. The mixture is stirred at room temperature for 1 hour, then, stirred at 90° C. for 30 minutes. The reaction solution was cooled to room temperature and poured into ice water, and extracted with ethyl acetate. The organic layer is washed with dilute hydrochloric acid and saturated saline, dried over anhydrous magnesium sulfate, and concentrated. The residue is subjected to ... Starting materials: CN1CC[C@]23C=4C5=CC=C(C4O[C@H]2C(=O)CC[C@H]3[C@H]1C5)O.Cl (Hydromorphone HCl), [H-].[Na+] (sodium hydride), C(C1=CC=CC=C1)Cl (benzyl chloride), C(C1=CC=CC=C1)Cl (benzyl chloride). Run in CN(C=O)C (dimethylformamide). Run at time 25 minute. The product is C(C1=CC=CC=C1)OC1=CC=C2C3=C1O[C@@H]1[C@]34CCN([C@@H]([C@@H]4CCC1=O)C2)C ((4R,4aR,7aR,12bS)-9-(benzyloxy)-3-methyl-2,3,4,4a,5,6-hexahydro-1H-4,12-methanobenzofuro[3,2-e]isoquinolin-7(7aH)-one). Isolated yield 82.1%. As a reaction SMILES: [CH3:1][N:2]1[C@@H:19]2[CH2:20][C:7]3=[CH:8][CH:9]=[C:10]([OH:21])[C:11]4[O:12][C@H:13]5[C:14]([CH2:16][CH2:17][C@@H:18]2[C@:5]5([C:6]=43)[CH2:4][CH2:3]1)=[O:15].Cl.[H-].[Na+].[CH2:25](Cl)[C:26]1[CH:31]=[CH:30][CH:29]=[CH:28][CH:27]=1>CN(C)C=O>[CH2:25]([O:21][C:10]1[C:11]2[O:12][C@H:13]3[C:14](=[O:15])[CH2:16][CH2:17][C@@H:18]4[C@@:5]53[CH2:4][CH2:3][N:2]([CH3:1])[C@@H:19]4[CH2:20][C:7]([C:6]=25)=[CH:8][CH:9]=1)[C:26]1[CH:31]=[CH:30][CH:29]=[CH:28][CH:27]=1 |f:0.1,2.3|. Procedure: To Hydromorphone HCl (50.0 g, 155.3 mmol) in dimethylformamide (500 mL) was added sodium hydride (14.30 g, 357.4 mmol) portionwise with cooling. The addition was conducted over 25 minutes. The reaction was stirred at room temperature for 1.5 hours before the addition of benzyl chloride (17.88 mL, 357.4 mmol) over 10 minutes with cooling. The reaction was allowed to warm to room temperature and stirred for 40 hours. The reaction was incomplete so additional benzyl chloride (1.79 mL, 15.5 mmol) wa... Reactants: CC(=O)OCC1CC=CCC1COC(C)=O, [Na+], O=P([O-])([O-])[O-], [OH-], [OH-]. Product: CC(=O)OCC1CC=CCC1CO. Reaction SMILES: [C:1]([CH3:2])(=[O:3])[O:4][CH2:5][CH:6]1[CH:7]([CH2:12][O:13][C:14](=[O:15])[CH3:16])[CH2:8][CH:9]=[CH:10][CH2:11]1.[Na+:23].[O-:17][P:18](=[O:19])([O-:20])[O-:21].[OH-:22].[OH-:24]>>[C:1]([CH3:2])(=[O:3])[O:4][CH2:5][CH:6]1[CH:7]([CH2:12][OH:13])[CH2:8][CH:9]=[CH:10][CH2:11]1. The reactants are CC(=O)O, C=CC1CC1(NC(=O)C1CC(Oc2cc(-c3ccccc3)nc3cc(OC)ccc23)CN1)C(=O)OCC, Cc1ccccc1, [Li+], [OH-]. The product is C=CC1CC1(NC(=O)C1CC(Oc2cc(-c3ccccc3)nc3cc(OC)ccc23)CN1)C(=O)O. RXN SMILES: [C:40]([OH:41])(=[O:42])[CH3:43].[CH2:1]([CH3:2])[O:3][C:4](=[O:5])[C:6]1([NH:11][C:12](=[O:13])[CH:14]2[NH:15][CH2:16][CH:17]([O:19][c:20]3[cH:21][c:22](-[c:32]4[cH:33][cH:34][cH:35][cH:36][cH:37]4)[n:23][c:24]4[cH:25][c:26]([O:30][CH3:31])[cH:27][cH:28][c:29]34)[CH2:18]2)[CH:7]([CH:9]=[CH2:10])[CH2:8]1.[CH3:44][c:45]1[cH:46][cH:47][cH:48][cH:49][cH:50]1.[Li+:39].[OH-:38]>>[O:3]=[C:4]([OH:5])[C:6]1([NH:11][C:12](=[O:13])[CH:14]2[NH:15][CH2:16][CH:17]([O:19][c:20]3[cH:21][c:22](-[c:32]4[cH:33][cH:34][cH:35][cH:36][cH:37]4)[n:23][c:24]4[cH:25][c:26]([O:30][CH3:31])[cH:27][cH:28][c:29]34)[CH2:18]2)[CH:7]([CH:9]=[CH2:10])[CH2:8]1. Starting materials: OC1=CC=C(C=O)C=C1 (4-hydroxybenzaldehyde), ClC1=C(CBr)C(=CC=C1)Cl (2,6-dichlorobenzylbromide), C([O-])([O-])=O.[K+].[K+] (potassium carbonate). The solvent is CN(C)C=O (DMF). Run at time 8 hour. The product is ClC1=C(COC2=CC=C(C=O)C=C2)C(=CC=C1)Cl (4-(2,6-Dichlorobenzyloxy)benzaldehyde), needles. Yield: 85.0%. RXN SMILES: [OH:1][C:2]1[CH:9]=[CH:8][C:5]([CH:6]=[O:7])=[CH:4][CH:3]=1.[Cl:10][C:11]1[CH:18]=[CH:17][CH:16]=[C:15]([Cl:19])[C:12]=1[CH2:13]Br.C(=O)([O-])[O-].[K+].[K+]>CN(C=O)C>[Cl:10][C:11]1[CH:18]=[CH:17][CH:16]=[C:15]([Cl:19])[C:12]=1[CH2:13][O:1][C:2]1[CH:9]=[CH:8][C:5]([CH:6]=[O:7])=[CH:4][CH:3]=1 |f:2.3.4|. Procedure: A suspension of 4-hydroxybenzaldehyde (19.2 g, 157.5 mmol), 2,6-dichlorobenzylbromide (36 g, 150 mmol) and potassium carbonate (22.77 g, 165 mmol) in DMF (150 ml) was stirred at room temperature overnight. The mixture was filtered and the filtrate evaporated under reduced pressure. The residue was dissolved in ether (500 ml), and washed with aqueous NaOH (5%, 100 ml), water (100 ml) and brine (100 ml), dried (Na2SO4) and evaporated under reduced pressure. The orange crystalline solid obtained wa...